describe an organic reaction: reactants, conditions, products, and yield From a dataset of the Open Reaction Database (ORD), a public repository of structured organic reaction records. The reactants are CO, NC1CCCCC1O, O=C1CCC(=O)C1C(=O)OCc1ccccc1. Product: O=C(NC1CCCCC1O)OCc1ccccc1. RXN SMILES: [CH3:26][OH:27].[NH2:18][CH:19]1[CH:20]([OH:25])[CH2:21][CH2:22][CH2:23][CH2:24]1.[O:1]=[C:2]1[CH2:3][CH2:4][C:5](=[O:6])[CH:7]1[C:8](=[O:9])[O:10][CH2:11][c:12]1[cH:13][cH:14][cH:15][cH:16][cH:17]1>>[C:8](=[O:9])([O:10][CH2:11][c:12]1[cH:13][cH:14][cH:15][cH:16][cH:17]1)[NH:18][CH:19]1[CH:20]([OH:25])[CH2:21][CH2:22][CH2:23][CH2:24]1. The reactants are C1CCOC1, COC(=O)c1ccc2cc(-c3ccc(OCc4c(-c5c(Cl)ccnc5Cl)noc4C(C)C)cc3)ccc2n1, Cl, [Na+], [OH-]. As a reaction SMILES: [CH2:42]1[O:43][CH2:44][CH2:45][CH2:46]1.[Cl:1][c:2]1[n:3][cH:4][cH:5][c:6]([Cl:38])[c:7]1-[c:8]1[n:9][o:10][c:11]([CH:35]([CH3:36])[CH3:37])[c:12]1[CH2:13][O:14][c:15]1[cH:16][cH:17][c:18](-[c:21]2[cH:22][c:23]3[cH:24][cH:25][c:26]([C:31](=[O:32])[O:33][CH3:34])[n:27][c:28]3[cH:29][cH:30]2)[cH:19][cH:20]1.[ClH:41].[Na+:40].[OH-:39]>>[Cl:1][c:2]1[n:3][cH:4][cH:5][c:6]([Cl:38])[c:7]1-[c:8]1[n:9][o:10][c:11]([CH:35]([CH3:36])[CH3:37])[c:12]1[CH2:13][O:14][c:15]1[cH:16][cH:17][c:18](-[c:21]2[cH:22][c:23]3[cH:24][cH:25][c:26]([C:31](=[O:32])[OH:33])[n:27][c:28]3[cH:29][cH:30]2)[cH:19][cH:20]1. Yields the product CC(C)c1onc(-c2c(Cl)ccnc2Cl)c1COc1ccc(-c2ccc3nc(C(=O)O)ccc3c2)cc1. Starting materials: FC1=C(C=CC(=C1)F)C1(OC1)C(C)N1N=CN=C1 (2-(2,4-difluorophenyl)-2-[1-(1H-1,2,4-triazol-1-yl)ethyl]oxirane), N1N=CN=C1 (1,2,4-triazole), C([O-])([O-])=O.[K+].[K+] (potassium carbonate). Run in CN(C=O)C (dimethylformamide). Conditions: time 3 hour. Product: N1(N=CN=C1)CC(C(C)N1N=CN=C1)(O)C1=C(C=C(C=C1)F)F (1,3-Bis(1H-1,2,4-triazol-1-yl)-2-(2,4-difluorophenyl)-butan-2-ol). RXN SMILES: [F:1][C:2]1[CH:7]=[C:6]([F:8])[CH:5]=[CH:4][C:3]=1[C:9]1([CH:12]([N:14]2[CH:18]=[N:17][CH:16]=[N:15]2)[CH3:13])[CH2:11][O:10]1.[NH:19]1[CH:23]=[N:22][CH:21]=[N:20]1.C(=O)([O-])[O-].[K+].[K+]>CN(C)C=O>[N:19]1([CH2:11][C:9]([C:3]2[CH:4]=[CH:5][C:6]([F:8])=[CH:7][C:2]=2[F:1])([OH:10])[CH:12]([N:14]2[CH:18]=[N:17][CH:16]=[N:15]2)[CH3:13])[CH:23]=[N:22][CH:21]=[N:20]1 |f:2.3.4|. Procedure details: To a solution of 2-(2,4-difluorophenyl)-2-[1-(1H-1,2,4-triazol-1-yl)ethyl]oxirane (0.5 g, 1.9 m.Mole) in dimethylformamide (20 ml) was added 1,2,4-triazole (0.27 g, 3.8 m.Mole) and anhydrous potassium carbonate (0.27 g, 1.9 m.Mole). Heating, with stirring, was carried out for three hours at 85°. The solvent was evaporated, water (100 ml.) was added and the mixture was then extracted with methylene chloride (3×30 ml). The combined organic extracts were washed with water (3×20 ml), dried over anhy... Starting materials: CO, O=C(OC1CC(C(=O)Nc2ccc(N3CCOCC3=O)cc2)N(C(=O)Nc2ccc(Cl)cc2)C1)c1ccc([N+](=O)[O-])cc1, [Na+], [OH-]. Yields the product O=C(Nc1ccc(N2CCOCC2=O)cc1)C1CC(O)CN1C(=O)Nc1ccc(Cl)cc1. RXN SMILES: [CH3:46][OH:47].[N+:3]([c:4]1[cH:5][cH:6][c:7]([C:8](=[O:9])[O:12][CH:13]2[CH2:14][N:15]([C:34]([NH:35][c:36]3[cH:37][cH:38][c:39]([Cl:42])[cH:40][cH:41]3)=[O:43])[CH:16]([C:18]([NH:19][c:20]3[cH:21][cH:22][c:23]([N:26]4[C:27](=[O:32])[CH2:28][O:29][CH2:30][CH2:31]4)[cH:24][cH:25]3)=[O:33])[CH2:17]2)[cH:10][cH:11]1)([O-:44])=[O:45].[Na+:2].[OH-:1]>>[OH:12][CH:13]1[CH2:14][N:15]([C:34]([NH:35][c:36]2[cH:37][cH:38][c:39]([Cl:42])[cH:40][cH:41]2)=[O:43])[CH:16]([C:18]([NH:19][c:20]2[cH:21][cH:22][c:23]([N:26]3[C:27](=[O:32])[CH2:28][O:29][CH2:30][CH2:31]3)[cH:24][cH:25]2)=[O:33])[CH2:17]1. Starting materials: CC1(OC2=CC=CC=C2C=C1)COC1=CC=C(C=C1)[N+](=O)[O-] (2-methyl-2-(4-nitrophenoxymethyl)-2H-chromene), [H][H] (hydrogen). Reagents/catalysts: [Pd] (palladium-on-carbon). The solvent is CO (methanol). The product is NC1=CC=C(OCC2(OC3=CC=CC=C3CC2)C)C=C1 (2-(4-Aminophenoxymethyl)-2-methylchroman). The yield is 70.8%. Reaction SMILES: [CH3:1][C:2]1([CH2:12][O:13][C:14]2[CH:19]=[CH:18][C:17]([N+:20]([O-])=O)=[CH:16][CH:15]=2)[CH:11]=[CH:10][C:9]2[C:4](=[CH:5][CH:6]=[CH:7][CH:8]=2)[O:3]1.[H][H]>CO.[Pd]>[NH2:20][C:17]1[CH:18]=[CH:19][C:14]([O:13][CH2:12][C:2]2([CH3:1])[CH2:11][CH2:10][C:9]3[C:4](=[CH:5][CH:6]=[CH:7][CH:8]=3)[O:3]2)=[CH:15][CH:16]=1. Reported procedure: 780 mg of 2-methyl-2-(4-nitrophenoxymethyl)-2H-chromene (prepared as described in Preparation 3) were dissolved in 20 ml of methanol, and 160 mg of 10% w/w palladium-on-carbon were added to the solution. The solution was then hydrogenated at room temperature at a hydrogen pressure of about one atmosphere for about 10 hours. At the end of this time, the catalyst was filtered off, and the solvent was distilled off under reduced pressure. The residue was subjected to silica gel column chromatograph... Starting materials: BrC=1C=CC=C2C(NC(=NC12)NC(C)(C)C)=O (8-bromo-2-(tert-butylamino)quinazolin-4(3H)-one), C(=O)([O-])[O-].[K+].[K+] (K2CO3), dichlorobis(p-dimethylamino-phenylditbutylphosphine)palladium (ii), C[C@H]1NC(C2=C1NC(=C2)B2OC(C(O2)(C)C)(C)C)=O ((R)-6-methyl-2-(4,4,5,5-tetramethyl-1,3,2-dioxaborolan-2-yl)-5,6-dihydropyrrolo[3,4-b]pyrrol-4(1H)-one), O1CCOCC1 (dioxane). The solvent is O (water), C(Cl)Cl (DCM). Yields the product C(C)(C)(C)NC1=NC2=C(C=CC=C2C(N1)=O)C1=CC2=C(N1)[C@H](NC2=O)C ((R)-2-(tert-butylamino)-8-(6-methyl-4-oxo-1,4,5,6-tetrahydropyrrolo[3,4-b]pyrrol-2-yl)quinazolin-4(3H)-one). Yield: 8.1%. As a reaction SMILES: Br[C:2]1[CH:3]=[CH:4][CH:5]=[C:6]2[C:11]=1[N:10]=[C:9]([NH:12][C:13]([CH3:16])([CH3:15])[CH3:14])[NH:8][C:7]2=[O:17].C([O-])([O-])=O.[K+].[K+].[CH3:24][C@@H:25]1[C:29]2[NH:30][C:31](B3OC(C)(C)C(C)(C)O3)=[CH:32][C:28]=2[C:27](=[O:42])[NH:26]1.O1CCOCC1>C(Cl)Cl.O>[C:13]([NH:12][C:9]1[NH:8][C:7](=[O:17])[C:6]2[C:11](=[C:2]([C:31]3[NH:30][C:29]4[C@@H:25]([CH3:24])[NH:26][C:27](=[O:42])[C:28]=4[CH:32]=3)[CH:3]=[CH:4][CH:5]=2)[N:10]=1)([CH3:16])([CH3:15])[CH3:14] |f:1.2.3|. Reported procedure: Argon was bubbled into a mixture of 8-bromo-2-(tert-butylamino)quinazolin-4(3H)-one (408a, 62 mg, 0.21 mmol), K2CO3 (0.116 g, 0.84 mmol), dichlorobis(p-dimethylamino-phenylditbutylphosphine)palladium (ii) (Aldrich; 0.030 g, 0.042 mmol), (R)-6-methyl-2-(4,4,5,5-tetramethyl-1,3,2-dioxaborolan-2-yl)-5,6-dihydropyrrolo[3,4-b]pyrrol-4(1H)-one (706; 0.110 g, 0.419 mmol) and 2 mL dioxane and 0.4 mL water for 1 min. The reaction was sealed and placed in a 100° C. oil bath for 30 min. The reaction was co... The reactants are C(C)(=O)C=1C=C2CCCNC2=CC1 (6-acetyl-1,2,3,4-tetrahydroquinoline), CC1=CC=C(C=C1)C1=NC=C(C(=O)O)C=C1 (6-(4-methylphenyl)nicotinic acid). The product is CC1=CC=C(C=C1)C1=CC=C(C=N1)C(=O)N1CCCC2=CC(=CC=C12)C(C)=O (1-[1-[[6-(4-methylphenyl)-3-pyridinyl]carbonyl]-1,2,3,4-tetrahydro-6-quinolinyl]ethanone). RXN SMILES: [C:1]([C:4]1[CH:5]=[C:6]2[C:11](=[CH:12][CH:13]=1)[NH:10][CH2:9][CH2:8][CH2:7]2)(=[O:3])[CH3:2].[CH3:14][C:15]1[CH:20]=[CH:19][C:18]([C:21]2[CH:29]=[CH:28][C:24]([C:25](O)=[O:26])=[CH:23][N:22]=2)=[CH:17][CH:16]=1>>[CH3:14][C:15]1[CH:16]=[CH:17][C:18]([C:21]2[N:22]=[CH:23][C:24]([C:25]([N:10]3[C:11]4[C:6](=[CH:5][C:4]([C:1](=[O:3])[CH3:2])=[CH:13][CH:12]=4)[CH2:7][CH2:8][CH2:9]3)=[O:26])=[CH:28][CH:29]=2)=[CH:19][CH:20]=1. Reported procedure: Using 6-acetyl-1,2,3,4-tetrahydroquinoline and 6-(4-methylphenyl)nicotinic acid, 1-[1-[[6-(4-methylphenyl)-3-pyridinyl]carbonyl]-1,2,3,4-tetrahydro-6-quinolinyl]ethanone was obtained as pale yellow powder by the same procedure as in Reference Example 5. Starting materials: CCOC=C(C(=O)OCC)C(=O)OCC, Nc1coc2ccccc2c1=O. Product: CCOC(=O)C(=CNc1coc2ccccc2c1=O)C(=O)OCC. As a reaction SMILES: [CH2:13]([O:14][CH:16]=[C:17]([C:18](=[O:19])[O:20][CH2:21][CH3:22])[C:23](=[O:24])[O:25][CH2:26][CH3:27])[CH3:15].[NH2:1][c:2]1[cH:3][o:4][c:5]2[cH:6][cH:7][cH:8][cH:9][c:10]2[c:11]1=[O:12]>>[NH:1]([c:2]1[cH:3][o:4][c:5]2[cH:6][cH:7][cH:8][cH:9][c:10]2[c:11]1=[O:12])[CH:16]=[C:17]([C:18](=[O:19])[O:20][CH2:21][CH3:22])[C:23](=[O:24])[O:25][CH2:26][CH3:27]. The reactants are [CH-]1C=CC=C1.[CH-]1C=CC=C1.[Fe+2] (ferrocene), CC1=CC(CCC1)C(=O)Cl (3-methyl-2-cyclohexen-1-carboxylic acid chloride), [Cl-].[Al+3].[Cl-].[Cl-] (aluminium chloride). Solvent: C(Cl)Cl (methylene chloride). The product is [C-]1(C=CC=C1)C(=O)C1C=C(CCC1)C.[CH-]1C=CC=C1.[Fe+2] (3-Ferrocenoyl-1-methyl-cyclohexene). As a reaction SMILES: [CH-:1]1[CH:5]=[CH:4][CH:3]=[CH:2]1.[CH-:6]1[CH:10]=[CH:9][CH:8]=[CH:7]1.[Fe+2:11].[CH3:12][C:13]1[CH2:18][CH2:17][CH2:16][CH:15]([C:19](Cl)=[O:20])[CH:14]=1.[Cl-].[Al+3].[Cl-].[Cl-]>C(Cl)Cl>[C-:1]1([C:19]([CH:15]2[CH2:16][CH2:17][CH2:18][C:13]([CH3:12])=[CH:14]2)=[O:20])[CH:5]=[CH:4][CH:3]=[CH:2]1.[CH-:6]1[CH:10]=[CH:9][CH:8]=[CH:7]1.[Fe+2:11] |f:0.1.2,4.5.6.7,9.10.11|. Procedure: Prepared from ferrocene, 3-methyl-2-cyclohexen-1-carboxylic acid chloride and aluminium chloride in methylene chloride at 0° C. in a manner analogous to that described in Example 1.